Dataset: the Open Reaction Database (ORD), a public repository of structured organic reaction records. Task: describe an organic reaction: reactants, conditions, products, and yield Starting materials: OC=1C=CC2=C(C(OC(N2)=O)=O)C1 (6-hydroxy-1,2-dihydro-4H-3,1-benzoxazin-2,4-dione), NCC1CCN(CC1)C(C1=CC=CC=C1)C1=CC=CC=C1 (4-aminomethyl-1-diphenylmethylpiperidine). Run in CS(=O)C (DMSO), CCOC(=O)C (AcOEt). Reaction conditions: time 3 hour. Product: NC1=C(C(=O)NCC2CCN(CC2)C(C2=CC=CC=C2)C2=CC=CC=C2)C=C(C=C1)O (2-amino-5-hydroxy-N-[(1-diphenylmethylpiperidin-4-yl)methyl]benzamide). RXN SMILES: [OH:1][C:2]1[CH:3]=[CH:4][C:5]2[NH:10]C(=O)O[C:7](=[O:12])[C:6]=2[CH:13]=1.[NH2:14][CH2:15][CH:16]1[CH2:21][CH2:20][N:19]([CH:22]([C:29]2[CH:34]=[CH:33][CH:32]=[CH:31][CH:30]=2)[C:23]2[CH:28]=[CH:27][CH:26]=[CH:25][CH:24]=2)[CH2:18][CH2:17]1>CS(C)=O.CCOC(C)=O>[NH2:10][C:5]1[CH:4]=[CH:3][C:2]([OH:1])=[CH:13][C:6]=1[C:7]([NH:14][CH2:15][CH:16]1[CH2:21][CH2:20][N:19]([CH:22]([C:29]2[CH:34]=[CH:33][CH:32]=[CH:31][CH:30]=2)[C:23]2[CH:24]=[CH:25][CH:26]=[CH:27][CH:28]=2)[CH2:18][CH2:17]1)=[O:12]. Procedure: Step 2): A mixture of 6-hydroxy-1,2-dihydro-4H-3,1-benzoxazin-2,4-dione (360 mg, 2 mmol) and 4-aminomethyl-1-diphenylmethylpiperidine (420 mg, 1.5 mmol) in DMSO (5 ml) was stirred for 3 hours at room temperature. The reaction mixture was diluted with AcOEt and washed twice with brine. The organic layer was dried over MgSO4 and evaporated, and then the residue was purified by column chromatography on silica gel to give 2-amino-5-hydroxy-N-[(1-diphenylmethylpiperidin-4-yl)methyl]benzamide, 520 mg ... The reactants are [Na] (Sodium), C(C)(C)(C)OC(=O)N[C@@H]1CCCC[C@@H]1C(=O)OC (Methyl (1S,6R)-6-tert-butoxycarbonylaminocyclohexane carboxylate), [Cl-].[NH4+] (ammonium chloride), C[O-].[Na+] (NaOMe). The solvent is CO (methanol). Conditions: temperature 0 celsius. Product: C(C)(C)(C)OC(=O)N[C@@H]1CCCC[C@H]1C(=O)OC (Methyl (1R,6R)-6-tert-butoxycarbonylaminocyclohexane carboxylate). The yield is 64.1%. RXN SMILES: [Na].[C:2]([O:6][C:7]([NH:9][C@H:10]1[C@@H:15]([C:16]([O:18][CH3:19])=[O:17])[CH2:14][CH2:13][CH2:12][CH2:11]1)=[O:8])([CH3:5])([CH3:4])[CH3:3].C[O-].[Na+].[Cl-].[NH4+]>CO>[C:2]([O:6][C:7]([NH:9][C@H:10]1[C@H:15]([C:16]([O:18][CH3:19])=[O:17])[CH2:14][CH2:13][CH2:12][CH2:11]1)=[O:8])([CH3:5])([CH3:4])[CH3:3] |f:2.3,4.5,^1:0|. Procedure details: Sodium metal (0.14 g, 6.1 mmol) was placed into a flame dried flask under nitrogen atmosphere and cooled to 0° C. 10 mL of freshly distilled methanol was added and the mixture stirred until all the sodium dissolved. An amount of 25 (2.00 g, 7.7 mmol) was dissolved in 10 mL of freshly distilled methanol and transferred to NaOMe solution via cannula. The solution was refluxed under nitrogen for 5.5 h, cooled to rt and acidified with 0.5 M aqueous 0.5 M ammonium chloride (18 mL, 9 mmol). The methan... Starting materials: COC=1C(=C(CNC)C=CC1)OCCC (3-methoxy-2-propoxy-benzyl-methylamine), (E)-3-(4-methyl-2-oxo-2,3,4,5-tetrahydro-1H-pyrido[2,3,-e][1,4]diazepin-7-yl)acrylic acid hydrochloride, CNCC1=C(C2=CC=CC=C2C=C1)CCC (methyl-(1-propyl-naphthalen-2-ylmethyl)amine), Cl.N1(CCOCC1)CCN1C(NC2=C(C1)C=C(C=N2)/C=C/C(=O)O)=O ((E)-3-[3-(2-morpholin-4-yl-ethyl)-2-oxo-1,2,3,4-tetrahydro-pyrido[2,3-d]pyrimidin-6-yl]acrylic acid hydrochloride). Product: Cl.COC=1C(=C(CN(C(\C=C\C2=CC3=C(NC(N(C3)CCN3CCOCC3)=O)N=C2)=O)C)C=CC1)OCCC ((E)-N-(3-Methoxy-2-propoxy-benzyl)-N-methyl-3-[3-(2-morpholin-4-yl-ethyl)-2-oxo-1,2,3,4-tetrahydro-pyrido[2,3-d]pyrimidin-6-yl]acrylamide hydrochloride). Isolated yield 35.0%. Reaction SMILES: [CH3:1][O:2][C:3]1[C:4]([O:12][CH2:13][CH2:14][CH3:15])=[C:5]([CH:9]=[CH:10][CH:11]=1)[CH2:6][NH:7][CH3:8].CNCC1C=CC2C(=CC=CC=2)C=1CCC.[ClH:32].[N:33]1([CH2:39][CH2:40][N:41]2[CH2:46][C:45]3[CH:47]=[C:48](/[CH:51]=[CH:52]/[C:53]([OH:55])=O)[CH:49]=[N:50][C:44]=3[NH:43][C:42]2=[O:56])[CH2:38][CH2:37][O:36][CH2:35][CH2:34]1>>[ClH:32].[CH3:1][O:2][C:3]1[C:4]([O:12][CH2:13][CH2:14][CH3:15])=[C:5]([CH:9]=[CH:10][CH:11]=1)[CH2:6][N:7]([CH3:8])[C:53](=[O:55])/[CH:52]=[CH:51]/[C:48]1[CH:49]=[N:50][C:44]2[NH:43][C:42](=[O:56])[N:41]([CH2:40][CH2:39][N:33]3[CH2:34][CH2:35][O:36][CH2:37][CH2:38]3)[CH2:46][C:45]=2[CH:47]=1 |f:2.3,4.5|. Reported procedure: According to the procedure of Example 1, except substituting 3-methoxy-2-propoxy-benzyl-methylamine for the methyl-(1-propyl-naphthalen-2-ylmethyl)amine, and substituting (E)-3-[3-(2-morpholin-4-yl-ethyl)-2-oxo-1,2,3,4-tetrahydro-pyrido[2,3-d]pyrimidin-6-yl]acrylic acid hydrochloride for the (E)-3-(4-methyl-2-oxo-2,3,4,5-tetrahydro-1H-pyrido[2,3,-e][1,4]diazepin-7-yl)acrylic acid hydrochloride, the title compound (0.10 g, 35%) was prepared as an off-white solid: 1H NMR (300 MHz, DMSO-d6) δ 10.68... Yields the product COC1=CCCCCC1. The reactants are O=C1CCCCCC1, COC(OC)OC, Cc1ccccc1S(=O)(=O)O. Reaction SMILES: [C:1]1(=[O:8])[CH2:2][CH2:3][CH2:4][CH2:5][CH2:6][CH2:7]1.[CH3:9][O:10][CH:11]([O:12][CH3:13])[O:14][CH3:15].[c:16]1([CH3:17])[c:18]([S:19]([OH:20])(=[O:21])=[O:22])[cH:23][cH:24][cH:25][cH:26]1>>[C:1]1([O:8][CH3:9])=[CH:2][CH2:3][CH2:4][CH2:5][CH2:6][CH2:7]1. Reported procedure: A solution of 5 grams (0.023 mole) of 4-((6-fluoro-2-pyridyl)thio)phenol and 2.72 grams (0.68 mole) of sodium hydroxide in 15 milliliters of water was heated at reflux for 21/2 hours. The resulting solution was poured over a mixture of ice and methylene chloride and the resulting mixture was vigorously stirred. The mixture was acidified by the dropwise addition of concentrated hydrochloric acid. The white crystalline solid 4-((6-hydroxy-2-pyridyl)thio)-phenol product which precipitated out was r... Solvent: O (water). Product: OC1=CC=CC(=N1)SC1=CC=C(C=C1)O (4((6-hydroxy-2-pyridyl)thio)phenol). The reactants are Cl (hydrochloric acid), FC1=CC=CC(=N1)SC1=CC=C(C=C1)O (4-((6-fluoro-2-pyridyl)thio)phenol), [OH-].[Na+] (sodium hydroxide), C(Cl)Cl (methylene chloride). Reaction SMILES: F[C:2]1[N:7]=[C:6]([S:8][C:9]2[CH:14]=[CH:13][C:12]([OH:15])=[CH:11][CH:10]=2)[CH:5]=[CH:4][CH:3]=1.[OH-:16].[Na+].C(Cl)Cl.Cl>O>[OH:16][C:2]1[N:7]=[C:6]([S:8][C:9]2[CH:14]=[CH:13][C:12]([OH:15])=[CH:11][CH:10]=2)[CH:5]=[CH:4][CH:3]=1 |f:1.2|. Reactants: CC(C)=O, C=CCOC(=O)Cl, N#Cc1nc(N)[nH]c1C#N, [Na+], [OH-], O. Yields the product C=CCOC(=O)n1c(N)nc(C#N)c1C#N. As a reaction SMILES: [CH3:18][C:19](=[O:20])[CH3:21].[Cl:11][C:12](=[O:13])[O:14][CH2:15][CH:16]=[CH2:17].[NH2:1][c:2]1[nH:3][c:4]([C:9]#[N:10])[c:5]([C:7]#[N:8])[n:6]1.[Na+:23].[OH-:22].[OH2:24]>>[NH2:1][c:2]1[n:3]([C:12](=[O:13])[O:14][CH2:15][CH:16]=[CH2:17])[c:4]([C:9]#[N:10])[c:5]([C:7]#[N:8])[n:6]1. Reactants: C(C1=CC=CC=C1)SC=1C=C(C(NC1)=O)O (5-(benzylsulfanyl)-3-hydroxypyridin-2(1H)-one), COC1=NC=C(C=C1OC)SCC1=CC=C(C=C1)C (2,3-dimethoxy-5-[(4-methylbenzyl)sulfanyl]pyridine), COC1=NC=C(C=C1OC)SCC1=CC=C(C=C1)C (2,3-dimethoxy-5-[(4-methylbenzyl)sulfanyl]pyridine). Yields the product OC=1C(NC=C(C1)SCC1=CC=C(C=C1)C)=O (3-Hydroxy-5-[(4-methylbenzyl)sulfanyl]pyridin-2(1H)-one). Reaction SMILES: C(SC1C=C(O)C(=O)NC=1)C1C=CC=CC=1.C[O:18][C:19]1[C:24]([O:25]C)=[CH:23][C:22]([S:27][CH2:28][C:29]2[CH:34]=[CH:33][C:32]([CH3:35])=[CH:31][CH:30]=2)=[CH:21][N:20]=1>>[OH:25][C:24]1[C:19](=[O:18])[NH:20][CH:21]=[C:22]([S:27][CH2:28][C:29]2[CH:34]=[CH:33][C:32]([CH3:35])=[CH:31][CH:30]=2)[CH:23]=1. Procedure: Prepared as described for 5-(benzylsulfanyl)-3-hydroxypyridin-2(1H)-one (Example 1) from 2,3-dimethoxy-5-[(4-methylbenzyl)sulfanyl]pyridine (Intermediate 3).